This data is from the Open Reaction Database (ORD), a public repository of structured organic reaction records. The task is: describe an organic reaction: reactants, conditions, products, and yield The reactants are ClC1=NC=CC(=N1)C#CC=1C=CC(=C(C1)NC(C(F)(F)F)=O)OC (N-[5-[(2-Chloro-4-pyrimidinyl)ethynyl]-2-(methyloxy)phenyl]-2,2,2-trifluoroacetamide), [I-].N[N+]1=CC=CC=C1 (N-aminopyridinium iodide). Yields the product ClC1=NC=CC(=N1)C=1C(=NN2C1C=CC=C2)C=2C=CC(=C(C2)NC(C(F)(F)F)=O)OC (N-[5-[3-(2-Chloro-4-pyrimidinyl)pyrazolo[1,5-a]pyridin-2-yl]-2-(methyloxy)phenyl]-2,2,2-trifluoroacetamide). Isolated yield 53.5%. RXN SMILES: [Cl:1][C:2]1[N:7]=[C:6]([C:8]#[C:9][C:10]2[CH:11]=[CH:12][C:13]([O:23][CH3:24])=[C:14]([NH:16][C:17](=[O:22])[C:18]([F:21])([F:20])[F:19])[CH:15]=2)[CH:5]=[CH:4][N:3]=1.[I-].[NH2:26][N+:27]1[CH:32]=[CH:31][CH:30]=[CH:29][CH:28]=1>>[Cl:1][C:2]1[N:7]=[C:6]([C:8]2[C:9]([C:10]3[CH:11]=[CH:12][C:13]([O:23][CH3:24])=[C:14]([NH:16][C:17](=[O:22])[C:18]([F:20])([F:21])[F:19])[CH:15]=3)=[N:26][N:27]3[CH:32]=[CH:31][CH:30]=[CH:29][C:28]=23)[CH:5]=[CH:4][N:3]=1 |f:1.2|. Procedure: N-[5-[(2-Chloro-4-pyrimidinyl)ethynyl]-2-(methyloxy)phenyl]-2,2,2-trifluoroacetamide (1.7 g, 4.8 mmol) was subjected to cyclization with N-aminopyridinium iodide (2.1 g, 9.6 mmol) according to the procedure of Example 56, Step E to give the desired product (1.15 g, 53%). 1H NMR (400 MHz, d6-DMSO) δ 10.82 (s, 1H), 8.88 (d, J=6.8 Hz, 1H), 8.45 (d, J=5.6 Hz, 1H), 8.39 (d, J=8.4 Hz, 1H), 7.70 (d, J=2.0 Hz, 1H), 7.64-7.60 (m, 1H), 7.57 (dd, J=8.6 and 1.8 Hz, 1H), 7.28 (d, J=8.4 Hz, 1H), 7.21-7.18 (m,... Yield: 98.3%. RXN SMILES: [OH-].[Na+].C[O:4][C:5]([C:7]1[CH:12]=[CH:11][C:10]([C:13]2[CH:18]=[CH:17][C:16]([O:19][CH3:20])=[CH:15][CH:14]=2)=[CH:9][CH:8]=1)=[O:6].O.Cl>C1COCC1>[CH3:20][O:19][C:16]1[CH:15]=[CH:14][C:13]([C:10]2[CH:11]=[CH:12][C:7]([C:5]([OH:6])=[O:4])=[CH:8][CH:9]=2)=[CH:18][CH:17]=1 |f:0.1|. The product is COC1=CC=C(C=C1)C1=CC=C(C=C1)C(=O)O (4′-methoxy-biphenyl-4-carboxylic acid). The solvent is C1CCOC1 (THF). The reactants are Cl (HCl), [OH-].[Na+] (NaOH), COC(=O)C1=CC=C(C=C1)C1=CC=C(C=C1)OC (4′-methoxy-biphenyl-4-carboxylic acid methyl ester), O (water). Reported procedure: 1 N NaOH (148.5 mL, 148.5 mmol) was added under nitrogen to a solution of 4′-methoxy-biphenyl-4-carboxylic acid methyl ester (12.0 g, 49.5 mmol), prepared in the previous step, in 1 L of THF plus 250 mL of water at room temperature. After the addition the reaction was refluxed for 16.5 h (overnight). After cooling to approximately room temperature the reaction was acidified by the addition of 1 N HCl and then concentrated under reduced pressure. The solid that formed was collected by filtration ... Reactants: ClC1=NC=C(C(=C1)I)C(F)(F)F (2-chloro-4-iodo-5-(trifluoromethyl)pyridine), NCC=1C(=NC=CC1)N(S(=O)(=O)C)C (N-(3-(aminomethyl)pyridin-2-yl)-N-methylmethanesulfonamide), CC1(C2=C(C(=CC=C2)P(C3=CC=CC=C3)C4=CC=CC=C4)OC5=C(C=CC=C51)P(C6=CC=CC=C6)C7=CC=CC=C7)C (xantphos), C([O-])([O-])=O.[Cs+].[Cs+] (cesium carbonate). The reagents and catalysts are C=1C=CC(=CC1)/C=C/C(=O)/C=C/C2=CC=CC=C2.C=1C=CC(=CC1)/C=C/C(=O)/C=C/C2=CC=CC=C2.C=1C=CC(=CC1)/C=C/C(=O)/C=C/C2=CC=CC=C2.[Pd].[Pd] (Pd2(dba)3). Run in O1CCOCC1 (dioxane). Reaction conditions: temperature 80 celsius. Product: C(=O)(C(F)(F)F)O (TFA), ClC1=NC=C(C(=C1)NCC=1C(=NC=CC1)N(S(=O)(=O)C)C)C(F)(F)F (N-(3-((2-Chloro-5-(trifluoromethyl)pyridin-4-ylamino)methyl)pyridin-2-yl)-N-methylmethanesulfonamide). The yield is 0.1%. RXN SMILES: [Cl:1][C:2]1[CH:7]=[C:6](I)[C:5]([C:9]([F:12])([F:11])[F:10])=[CH:4][N:3]=1.[NH2:13][CH2:14][C:15]1[C:16]([N:21]([CH3:26])[S:22]([CH3:25])(=[O:24])=[O:23])=[N:17][CH:18]=[CH:19][CH:20]=1.CC1(C)C2C(=C(P(C3C=CC=CC=3)C3C=CC=CC=3)C=CC=2)OC2C(P(C3C=CC=CC=3)C3C=CC=CC=3)=CC=CC1=2.[C:69](=[O:72])([O-])[O-:70].[Cs+].[Cs+]>O1CCOCC1.C1C=CC(/C=C/C(/C=C/C2C=CC=CC=2)=O)=CC=1.C1C=CC(/C=C/C(/C=C/C2C=CC=CC=2)=O)=CC=1.C1C=CC(/C=C/C(/C=C/C2C=CC=CC=2)=O)=CC=1.[Pd].[Pd]>[C:69]([OH:70])([C:9]([F:12])([F:11])[F:10])=[O:72].[Cl:1][C:2]1[CH:7]=[C:6]([NH:13][CH2:14][C:15]2[C:16]([N:21]([CH3:26])[S:22]([CH3:25])(=[O:24])=[O:23])=[N:17][CH:18]=[CH:19][CH:20]=2)[C:5]([C:9]([F:12])([F:11])[F:10])=[CH:4][N:3]=1 |f:3.4.5,7.8.9.10.11|. Procedure: The mixture of 2-chloro-4-iodo-5-(trifluoromethyl)pyridine (1 eq.), N-(3-(aminomethyl)pyridin-2-yl)-N-methylmethanesulfonamide (1 eq.), Pd2(dba)3, xantphos and cesium carbonate in dioxane were heated at 80° C. for 12 h. The solvent was removed and the residue was purified by prep. HPLC (0.1% TFA in water/acetonitrile gradient) to yield the title compound. The reactants are CC=1C(=CNC1C1=CC=CC=C1)C=O (4-methyl-5-phenyl-1H-pyrrole-3-carbaldehyde), O1CCOC2=C1C=CC(=C2)S(=O)(=O)Cl (2,3-dihydro-1,4-benzodioxine-6-sulfonyl chloride), [H-].[Na+] (sodium hydride), C1COCCOCCOCCOCCO1 (15-crown-5). The product is O1CCOC2=C1C=CC(=C2)S(=O)(=O)N2C=C(C(=C2C2=CC=CC=C2)C)C=O (1-(2,3-Dihydro-1,4-benzodioxin-6-ylsulfonyl)-4-methyl-5-phenyl-1H-pyrrole-3-carbaldehyde). Isolated yield 102.1%. Reaction SMILES: [CH3:1][C:2]1[C:3]([CH:13]=[O:14])=[CH:4][NH:5][C:6]=1[C:7]1[CH:12]=[CH:11][CH:10]=[CH:9][CH:8]=1.[H-].[Na+].C1OCCOCCOCCOCCOC1.[O:32]1[C:37]2[CH:38]=[CH:39][C:40]([S:42](Cl)(=[O:44])=[O:43])=[CH:41][C:36]=2[O:35][CH2:34][CH2:33]1>>[O:32]1[C:37]2[CH:38]=[CH:39][C:40]([S:42]([N:5]3[C:6]([C:7]4[CH:12]=[CH:11][CH:10]=[CH:9][CH:8]=4)=[C:2]([CH3:1])[C:3]([CH:13]=[O:14])=[CH:4]3)(=[O:44])=[O:43])=[CH:41][C:36]=2[O:35][CH2:34][CH2:33]1 |f:1.2|. Reported procedure: Using 4-methyl-5-phenyl-1H-pyrrole-3-carbaldehyde (185 mg), sodium hydride (60% in oil, 72 mg), 15-crown-5 (330 mg) and 2,3-dihydro-1,4-benzodioxine-6-sulfonyl chloride (352 mg), a procedure as in Reference Example 219 was performed to give the title compound as a pale-yellow oil (yield 391 mg, about 100%). The reactants are CC(C)(C)C(=O)Cl, CCOC(C)=O, ClCCl, NCCN1CCC(CNC(=O)c2cc(C(F)(F)F)cc(C(F)(F)F)c2)CC1, [Na+], O=C([O-])O, CN(C)C=O. Yields the product CC(C)(C)C(=O)NCCN1CCC(CNC(=O)c2cc(C(F)(F)F)cc(C(F)(F)F)c2)CC1. Reaction SMILES: [C:31]([C:32]([CH3:33])([CH3:34])[CH3:35])(=[O:36])[Cl:37].[CH3:43][CH2:44][O:45][C:46]([CH3:47])=[O:48].[Cl:28][CH2:29][Cl:30].[NH2:1][CH2:2][CH2:3][N:4]1[CH2:5][CH2:6][CH:7]([CH2:10][NH:11][C:12]([c:13]2[cH:14][c:15]([C:23]([F:24])([F:25])[F:26])[cH:16][c:17]([C:19]([F:20])([F:21])[F:22])[cH:18]2)=[O:27])[CH2:8][CH2:9]1.[Na+:42].[O-:38][C:39]([OH:40])=[O:41].[O:49]=[CH:50][N:51]([CH3:52])[CH3:53]>>[NH:1]([CH2:2][CH2:3][N:4]1[CH2:5][CH2:6][CH:7]([CH2:10][NH:11][C:12]([c:13]2[cH:14][c:15]([C:23]([F:24])([F:25])[F:26])[cH:16][c:17]([C:19]([F:20])([F:21])[F:22])[cH:18]2)=[O:27])[CH2:8][CH2:9]1)[C:31]([C:32]([CH3:33])([CH3:34])[CH3:35])=[O:36]. Starting materials: BrC1=CN(C(C2=CC=CC=C12)=O)C (4-bromo-2-methylisoquinolin-1(2H)-one), COC=1C=C(C=CC1)B(O)O ((3-methoxyphenyl)boronic acid), C1=CC=C(C=C1)P(C2=CC=CC=C2)C3=CC=CC=C3 (PPh3), C(=O)([O-])[O-].[Na+].[Na+] (Na2CO3). The reagents and catalysts are C1=CC=C(C=C1)P([C-]2C=CC=C2)C3=CC=CC=C3.C1=CC=C(C=C1)P([C-]2C=CC=C2)C3=CC=CC=C3.Cl[Pd]Cl.[Fe+2] (Pd(dppf)Cl2). Solvent: CC(OCC)=O (EA), C(C)(=O)OCC (ethyl acetate), O1CCOCC1 (dioxane), O (water). Reaction conditions: temperature 90 celsius. Yields the product COC=1C=C(C=CC1)C1=CN(C(C2=CC=CC=C12)=O)C (4-(3-methoxyphenyl)-2-methylisoquinolin-1-one). Yield: 16.7%. As a reaction SMILES: Br[C:2]1[C:11]2[C:6](=[CH:7][CH:8]=[CH:9][CH:10]=2)[C:5](=[O:12])[N:4]([CH3:13])[CH:3]=1.[CH3:14][O:15][C:16]1[CH:17]=[C:18](B(O)O)[CH:19]=[CH:20][CH:21]=1.C1C=CC(P(C2C=CC=CC=2)C2C=CC=CC=2)=CC=1.C([O-])([O-])=O.[Na+].[Na+]>O1CCOCC1.O.C1C=CC(P(C2C=CC=CC=2)[C-]2C=CC=C2)=CC=1.C1C=CC(P(C2C=CC=CC=2)[C-]2C=CC=C2)=CC=1.Cl[Pd]Cl.[Fe+2].CC(=O)OCC>[CH3:14][O:15][C:16]1[CH:21]=[C:20]([C:2]2[C:11]3[C:6](=[CH:7][CH:8]=[CH:9][CH:10]=3)[C:5](=[O:12])[N:4]([CH3:13])[CH:3]=2)[CH:19]=[CH:18][CH:17]=1 |f:3.4.5,8.9.10.11|. Reported procedure: A mixture of 4-bromo-2-methylisoquinolin-1(2H)-one (100 mg, 0.42 mmol), and (3-methoxyphenyl)boronic acid (70 mg, 0.46 mmol), PPh3 (66 mg, 0.25 mmol), Na2CO3 (133 mg, 1.26 mmol), and Pd(dppf)Cl2 (62 mg, 0.084 mmol) in dioxane (2.5 mL) and water (0.5 mL) was heated overnight at 90° C. Extractive work up with ethyl acetate followed by preparative TLC (PE:EA=1:1) gave the title compound (18 mg, 0.07 mmol) as a white solid in 17% yield. 1H NMR (DMSO, 400 MHz): δ 8.30 (d, 1H, J=7.68), 7.68 (t, 1H, J=... The reactants are ClC1=CC=C(C=O)C=C1 (4-chlorobenzaldehyde), C(C)OC(CN)OCC (aminoacetaldehyde diethyl acetal). Yields the product ClC=1C=C2C=CN=CC2=CC1 (6-chloroisoquinoline). Reaction SMILES: [Cl:1][C:2]1[CH:9]=[CH:8][C:5]([CH:6]=O)=[CH:4][CH:3]=1.C(O[CH:13](OCC)[CH2:14][NH2:15])C>>[Cl:1][C:2]1[CH:9]=[C:8]2[C:5](=[CH:4][CH:3]=1)[CH:6]=[N:15][CH:14]=[CH:13]2. Procedure: Commercially available 4-chlorobenzaldehyde (10 g) was cyclized with aminoacetaldehyde diethyl acetal according to the procedure of Hendrickson, et. al., J. Org. Chem., 48, 3344 (1983), to give 6-chloroisoquinoline (600 mg). Nitration of the obtained product using the procedure of Campbell et. al., J. Am. Chem. Soc., 68, 1559 (1946) gave 6-chloro-5-nitroisoquinoline (700 mg). Substitution of 6-chloro for thiomethoxide according to the procedure of Massie, Iowa State Coll, J. Sci., 21, 41 (1946) ...